Dataset: the Open Reaction Database (ORD), a public repository of structured organic reaction records. Task: describe an organic reaction: reactants, conditions, products, and yield Starting materials: CN1CCCC1=O, CC(C)c1ccccc1N, Clc1nc2ccccc2[nH]1, O=[N+]([O-])c1ccc2[nH]c(Cl)nc2c1. The product is CC(C)c1ccccc1Nc1nc2cc([N+](=O)[O-])ccc2[nH]1. As a reaction SMILES: [CH3:34][N:35]1[CH2:36][CH2:37][CH2:38][C:39]1=[O:40].[CH:24]([CH3:25])([CH3:26])[c:27]1[c:28]([NH2:29])[cH:30][cH:31][cH:32][cH:33]1.[Cl:14][c:15]1[nH:16][c:17]2[cH:18][cH:19][cH:20][cH:21][c:22]2[n:23]1.[Cl:1][c:2]1[n:3][c:4]2[c:5]([nH:6]1)[cH:7][cH:8][c:9]([N+:11](=[O:12])[O-:13])[cH:10]2>>[c:2]1([NH:29][c:28]2[c:27]([CH:24]([CH3:25])[CH3:26])[cH:33][cH:32][cH:31][cH:30]2)[n:3][c:4]2[c:5]([nH:6]1)[cH:7][cH:8][c:9]([N+:11](=[O:12])[O-:13])[cH:10]2. Reactants: O=C([O-])[O-], CCNC(=O)Nc1nc(C)c(-c2ccc(OC)c(S(=O)(=O)Cl)c2)s1, N, [Na+], [Na+], C1COCCO1, O. Yields the product CCNC(=O)Nc1nc(C)c(-c2ccc(OC)c(S(N)(=O)=O)c2)s1. As a reaction SMILES: [C:25](=[O:26])([O-:27])[O-:28].[CH2:1]([CH3:2])[NH:3][C:4]([NH:5][c:6]1[s:7][c:8](-[c:12]2[cH:13][cH:14][c:15]([O:22][CH3:23])[c:16]([S:18](=[O:19])(=[O:20])[Cl:21])[cH:17]2)[c:9]([CH3:11])[n:10]1)=[O:24].[NH3:31].[Na+:29].[Na+:30].[O:33]1[CH2:34][CH2:35][O:36][CH2:37][CH2:38]1.[OH2:32]>>[CH2:1]([CH3:2])[NH:3][C:4]([NH:5][c:6]1[s:7][c:8](-[c:12]2[cH:13][cH:14][c:15]([O:22][CH3:23])[c:16]([S:18](=[O:19])(=[O:20])[NH2:31])[cH:17]2)[c:9]([CH3:11])[n:10]1)=[O:24]. The reactants are CN1C(N([C@@H](C1)C(=O)OC(C)(C)C)C([C@H](C)N[C@@H](CCC1=CC=CC=C1)C(=O)OCC1=CC=CC=C1)=O)=O (tert.-butyl (4S)-1-methyl-3-{(2S)-2-[N-((1S)-1-benzyloxycarbonyl-3-phenylpropyl)amino]propionyl}-2-oxo-imidazolidine-4-carboxylate), Cl.O1CCOCC1 (hydrogen chloride dioxane). Yields the product CN1C(N([C@@H](C1)C(=O)O)C([C@H](C)N[C@@H](CCC1=CC=CC=C1)C(=O)OCC1=CC=CC=C1)=O)=O ((4S)-1-methyl-3-{(2S)-2-[N-((1S)-1-benzyloxycarbonyl-3-phenylpropyl)amino]propionyl}-2-oxo-imidazolidine-4-carboxylic acid). Yield: 84.0%. Reaction SMILES: [CH3:1][N:2]1[CH2:6][C@@H:5]([C:7]([O:9]C(C)(C)C)=[O:8])[N:4]([C:14](=[O:37])[C@@H:15]([NH:17][C@H:18]([C:27]([O:29][CH2:30][C:31]2[CH:36]=[CH:35][CH:34]=[CH:33][CH:32]=2)=[O:28])[CH2:19][CH2:20][C:21]2[CH:26]=[CH:25][CH:24]=[CH:23][CH:22]=2)[CH3:16])[C:3]1=[O:38].Cl.O1CCOCC1>>[CH3:1][N:2]1[CH2:6][C@@H:5]([C:7]([OH:9])=[O:8])[N:4]([C:14](=[O:37])[C@@H:15]([NH:17][C@H:18]([C:27]([O:29][CH2:30][C:31]2[CH:32]=[CH:33][CH:34]=[CH:35][CH:36]=2)=[O:28])[CH2:19][CH2:20][C:21]2[CH:22]=[CH:23][CH:24]=[CH:25][CH:26]=2)[CH3:16])[C:3]1=[O:38] |f:1.2|. Reported procedure: 1.2 g of tert.-butyl (4S)-1-methyl-3-{(2S)-2-[N-((1S)-1-benzyloxycarbonyl-3-phenylpropyl)amino]propionyl}-2-oxo-imidazolidine-4-carboxylate and 20 ml of a 13% hydrogen chloride-dioxane solution are treated in the same manner as described in Example 10-(3), whereby 0.9 g of (4S)-1-methyl-3-{(2S)-2-[N-((1S)-1-benzyloxycarbonyl-3-phenylpropyl)amino]propionyl}-2-oxo-imidazolidine-4-carboxylic acid is obtained as colorless viscous oil. This oil (0.9 g) and 50 mg of palladium black are treated in the ...